Task: describe an organic reaction: reactants, conditions, products, and yield. Dataset: the Open Reaction Database (ORD), a public repository of structured organic reaction records Starting materials: FC1=C(C=CC=C1C(F)(F)F)C1CCN(CC1)CCC (4-[2-fluoro-3-(trifluoromethyl)phenyl]-1-propylpiperidine), [C-]#N.[Na+] (sodium cyanide), C1COCCOCCOCCOCCOCCO1 (18-crown-6-ether), C([O-])([O-])=O.[Na+].[Na+] (sodium carbonate). Run in CN(C=O)C (N,N-dimethylformamide). The product is C(CC)N1CCC(CC1)C1=C(C#N)C(=CC=C1)C(F)(F)F (2-(1-PROPYLPIPERIDIN-4-YL)-6-(TRIFLUOROMETHYL)BENZONITRILE). As a reaction SMILES: F[C:2]1[C:7]([C:8]([F:11])([F:10])[F:9])=[CH:6][CH:5]=[CH:4][C:3]=1[CH:12]1[CH2:17][CH2:16][N:15]([CH2:18][CH2:19][CH3:20])[CH2:14][CH2:13]1.[C-:21]#[N:22].[Na+].C1OCCOCCOCCOCCOCCOC1.C(=O)([O-])[O-].[Na+].[Na+]>CN(C)C=O>[CH2:18]([N:15]1[CH2:16][CH2:17][CH:12]([C:3]2[CH:4]=[CH:5][CH:6]=[C:7]([C:8]([F:11])([F:10])[F:9])[C:2]=2[C:21]#[N:22])[CH2:13][CH2:14]1)[CH2:19][CH3:20] |f:1.2,4.5.6|. Procedure details: To a solution of 4-[2-fluoro-3-(trifluoromethyl)phenyl]-1-propylpiperidine (1.57 g, 5.4 mmol) in N,N-dimethylformamide (35 ml) was added sodium cyanide (1.0 g, 20 mmol) and 18-crown-6-ether (50 mg). The mixture was heated at reflux for 15 h and then brought to ambient temperature. Aqueous sodium carbonate (10%, 50 ml) was added and the phases were separated. The aqueous phase was extracted with ethylacetate (2×50 ml) and the combined organic phases was dried (MgSO4) and evaporated under reduced ... The reactants are COC(C1=CC(=C(C=C1)F)OC)=O (4-fluoro-3-methoxybenzoic acid methyl ester), O.[OH-].[Li+] (Lithium hydroxide monohydrate). Run in O1CCCC1 (tetrahydrofuran), O (water). Product: FC1=C(C=C(C(=O)O)C=C1)OC (4-fluoro-3-methoxybenzoic acid). Reaction SMILES: C[O:2][C:3](=[O:13])[C:4]1[CH:9]=[CH:8][C:7]([F:10])=[C:6]([O:11][CH3:12])[CH:5]=1.O.[OH-].[Li+]>O1CCCC1.O>[F:10][C:7]1[CH:8]=[CH:9][C:4]([C:3]([OH:13])=[O:2])=[CH:5][C:6]=1[O:11][CH3:12] |f:1.2.3|. Procedure details: 4-Fluoro-3-methoxybenzoic acid methyl ester (2.55 g, 13.85 mmol) (from Example 34a supra) was dissolved in a mixture of tetrahydrofuran (140 mL) and water (70 mL). Lithium hydroxide monohydrate (5.8 g, 138.5 mmol) was added and the mixture was heated at reflux for 3.5 hours. After quenching with 1 N aqueous hydrochloric acid (150 mL), the solution was extracted with dichloromethane. The phases were separated and the organic layer was dried over anhydrous sodium sulfate. Concentration under reduc...